From a dataset of the Open Reaction Database (ORD), a public repository of structured organic reaction records. describe an organic reaction: reactants, conditions, products, and yield Reactants: CCOC(=O)C1(CCOC)CCNCC1, O=S(=O)(Cl)c1ccccc1. The product is CCOC(=O)C1(CCOC)CCN(S(=O)(=O)c2ccccc2)CC1. Reaction SMILES: [CH2:11]([CH3:12])[O:13][C:14](=[O:15])[C:16]1([CH2:22][CH2:23][O:24][CH3:25])[CH2:17][CH2:18][NH:19][CH2:20][CH2:21]1.[c:1]1([S:7](=[O:8])(=[O:9])[Cl:10])[cH:2][cH:3][cH:4][cH:5][cH:6]1>>[c:1]1([S:7](=[O:8])(=[O:9])[N:19]2[CH2:18][CH2:17][C:16]([C:14]([O:13][CH2:11][CH3:12])=[O:15])([CH2:22][CH2:23][O:24][CH3:25])[CH2:21][CH2:20]2)[cH:2][cH:3][cH:4][cH:5][cH:6]1. The product is Cc1ccc2[nH]cc(C3=C(Br)C(=O)N(C)C3=O)c2c1. Starting materials: [Br-], CN1C(=O)C(Br)=C(Br)C1=O, CC[Mg+], C1CCOC1, Cc1ccc2[nH]ccc2c1, O=C(O)CC(O)(CC(=O)O)C(=O)O. RXN SMILES: [Br-:11].[Br:15][C:16]1=[C:21]([Br:22])[C:20](=[O:23])[N:19]([CH3:24])[C:17]1=[O:18].[CH2:12]([Mg+:13])[CH3:14].[CH2:38]1[O:39][CH2:40][CH2:41][CH2:42]1.[CH3:1][c:2]1[cH:3][c:4]2[cH:5][cH:6][nH:7][c:8]2[cH:9][cH:10]1.[OH:25][C:26]([CH2:27][C:28]([C:29](=[O:30])[OH:31])([CH2:32][C:33](=[O:34])[OH:35])[OH:36])=[O:37]>>[CH3:1][c:2]1[cH:3][c:4]2[c:5]([C:21]3=[C:16]([Br:15])[C:17](=[O:18])[N:19]([CH3:24])[C:20]3=[O:23])[cH:6][nH:7][c:8]2[cH:9][cH:10]1. Starting materials: C(CCCCC)OCC1NCCNC1 (2-[(hexyloxy)methyl]piperazine), C(C)N1C=C(C(C2=CC(=C(C=C12)F)F)=O)C(=O)O (1-ethyl-6,7-difluoro-1,4-dihydro-4-oxo-3-quinolinecarboxylic acid). Solvent: N1=CC=CC=C1 (pyridine). The product is C(C)N1C=C(C(C2=CC(=C(C=C12)N1CC(NCC1)COCCCCCC)F)=O)C(=O)O (1-Ethyl-6-fluoro-7-[3-[(hexyloxy)methyl]-1-piperazinyl]-1,4-dihydro-4-oxo-3-quinolinecarboxylic acid). As a reaction SMILES: [CH2:1]([O:7][CH2:8][CH:9]1[CH2:14][NH:13][CH2:12][CH2:11][NH:10]1)[CH2:2][CH2:3][CH2:4][CH2:5][CH3:6].[CH2:15]([N:17]1[C:26]2[C:21](=[CH:22][C:23]([F:28])=[C:24](F)[CH:25]=2)[C:20](=[O:29])[C:19]([C:30]([OH:32])=[O:31])=[CH:18]1)[CH3:16]>N1C=CC=CC=1>[CH2:15]([N:17]1[C:26]2[C:21](=[CH:22][C:23]([F:28])=[C:24]([N:13]3[CH2:12][CH2:11][NH:10][CH:9]([CH2:8][O:7][CH2:1][CH2:2][CH2:3][CH2:4][CH2:5][CH3:6])[CH2:14]3)[CH:25]=2)[C:20](=[O:29])[C:19]([C:30]([OH:32])=[O:31])=[CH:18]1)[CH3:16]. Procedure: A 3 g portion of 2-[(hexyloxy)methyl]piperazine was added to 20 ml of pyridine in a pressure bottle, under argon. A 1.26 g portion of 1-ethyl-6,7-difluoro-1,4-dihydro-4-oxo-3-quinolinecarboxylic acid was added, the bottle sealed and the mixture heated at 80°-90° C. for 4 hours, then evaporated. The residue was evaporated twice from toluene, the residue triturated with ether and the solid collected, giving 2.03 g of the desired product, mp 121°-124° C. Reactants: Cl (HCl), CCOCC (ether), Cl (HCl), ClC1=CC=C(C=C1)C1(CCN(CC1)CCC#N)O (3-[4-(4-chlorophenyl)-4-hydroxypiperidin-1-yl]propionitrile), [OH-].[Na+] (NaOH). Run in C1CCOC1 (THF), C1CCOC1 (THF). Run at time 2 hour. The product is NCCCN1CCC(CC1)(O)C1=CC=C(C=C1)Cl (1-(3-Aminopropyl)-4-(4-chlorophenyl)-4-hydroxypiperidine). Isolated yield 87.4%. RXN SMILES: [Cl:1][C:2]1[CH:7]=[CH:6][C:5]([C:8]2([OH:18])[CH2:13][CH2:12][N:11]([CH2:14][CH2:15][C:16]#[N:17])[CH2:10][CH2:9]2)=[CH:4][CH:3]=1.Cl.[OH-].[Na+].CCOCC>C1COCC1>[NH2:17][CH2:16][CH2:15][CH2:14][N:11]1[CH2:10][CH2:9][C:8]([C:5]2[CH:4]=[CH:3][C:2]([Cl:1])=[CH:7][CH:6]=2)([OH:18])[CH2:13][CH2:12]1 |f:2.3|. Reported procedure: To a stirred solution of 3-[4-(4-chlorophenyl)-4-hydroxypiperidin-1-yl]propionitrile (3.51 g, 13.2 mmol, 1.0 equiv) in anhydrous THF (20 mL) under argon was added a solution of BH3 in THF (1.0M, 46.4 mL, 3.5 equiv) at room temperature. The mixture was refluxed for 4.5 hours and then cooled to room temperature. Aqueous HCl (6N, 30 mL) was added and stirring was continued for 2 hours at 55-60° C. The mixture was basified to pH 9 by addition of 6N aq. NaOH and extracted with CH2Cl2 (3×150 mL). The ... Reactants: COC(C1=CC=C(C=C1)C(CC1=CC=CC=C1)=O)OC (1-[4-(dimethoxymethyl)phenyl]-2-phenylethanone), COC(N(C)C)OC (N,N-dimethylformamid dimethylacetal). The solvent is CN(C)C=O (DMF). Product: COC(C1=CC=C(C=C1)C(C(=CN(C)C)C1=CC=CC=C1)=O)OC (1-[4-(dimethoxymethyl)phenyl]-3-(dimethylamino)-2-phenylprop-2-en-1-one). Reaction SMILES: [CH3:1][O:2][CH:3]([O:19][CH3:20])[C:4]1[CH:9]=[CH:8][C:7]([C:10](=[O:18])[CH2:11][C:12]2[CH:17]=[CH:16][CH:15]=[CH:14][CH:13]=2)=[CH:6][CH:5]=1.CO[CH:23](OC)[N:24]([CH3:26])[CH3:25]>CN(C=O)C>[CH3:20][O:19][CH:3]([O:2][CH3:1])[C:4]1[CH:5]=[CH:6][C:7]([C:10](=[O:18])[C:11]([C:12]2[CH:17]=[CH:16][CH:15]=[CH:14][CH:13]=2)=[CH:23][N:24]([CH3:26])[CH3:25])=[CH:8][CH:9]=1. Reported procedure: 5 g 1-[4-(dimethoxymethyl)phenyl]-2-phenylethanone and 4.43 g N,N-dimethylformamid dimethylacetal are stirred for 18 h at 100° C. in DMF. The solvent is removed and the crude product used without further purification. Starting materials: COC1=CC=C(CNCC(C(=O)OC)[Se]C2=CC=CC=C2)C=C1 (methyl 3-((4-methoxybenzyl)amino)-2-(phenylselanyl)propanoate), BrC1=C(C(=CC=C1)N=C=O)C (1-bromo-3-isocyanato-2-methylbenzene), C(=O)([O-])[O-].[K+].[K+] (K2CO3). Solvent: CN(C)C=O (DMF). Reaction conditions: temperature 65 celsius. The product is BrC=1C(=C(C=CC1)N1C(N(CC(C1=O)[Se]C1=CC=CC=C1)CC1=CC=C(C=C1)OC)=O)C (3-(3-bromo-2-methylphenyl)-1-(4-methoxybenzyl)-5-(phenylselanyl)dihydropyrimidine-2,4(1H,3H)-dione). Isolated yield 100.0%. Reaction SMILES: [CH3:1][O:2][C:3]1[CH:23]=[CH:22][C:6]([CH2:7][NH:8][CH2:9][CH:10]([Se:15][C:16]2[CH:21]=[CH:20][CH:19]=[CH:18][CH:17]=2)[C:11]([O:13]C)=O)=[CH:5][CH:4]=1.[Br:24][C:25]1[CH:30]=[CH:29][CH:28]=[C:27]([N:31]=[C:32]=[O:33])[C:26]=1[CH3:34].C([O-])([O-])=O.[K+].[K+]>CN(C=O)C>[Br:24][C:25]1[C:26]([CH3:34])=[C:27]([N:31]2[C:11](=[O:13])[CH:10]([Se:15][C:16]3[CH:21]=[CH:20][CH:19]=[CH:18][CH:17]=3)[CH2:9][N:8]([CH2:7][C:6]3[CH:5]=[CH:4][C:3]([O:2][CH3:1])=[CH:23][CH:22]=3)[C:32]2=[O:33])[CH:28]=[CH:29][CH:30]=1 |f:2.3.4|. Reported procedure: A mixture of methyl 3-((4-methoxybenzyl)amino)-2-(phenylselanyl)propanoate (3.68 g, 9.73 mmol), 1-bromo-3-isocyanato-2-methylbenzene (2.27 g, 10.7 mmol), and K2CO3 (0.672 g, 4.86 mmol) in DMF (49 mL) was heated at 65° C. for 5 h. The cooled mixture was partitioned between water and EtOAc. And the organic phase was washed with brine, dried and concentrated to provide 3-(3-bromo-2-methylphenyl)-1-(4-methoxybenzyl)-5-(phenylselanyl)dihydropyrimidine-2,4(1H,3H)-dione as a light brown solid (5.43 g),...